From a dataset of the Open Reaction Database (ORD), a public repository of structured organic reaction records. describe an organic reaction: reactants, conditions, products, and yield Product: NC=1C=C(C=CC1)C1=C2/C(/C(NC2=CC=C1F)=O)=C/C1=C(N=CN1)C ((Z)-4-(3-Aminophenyl)-1,3-dihydro-5-fluoro-3-[(4-methyl-1H-imidazol-5-yl)methylene]-2H-indol-2-one). Solvent: COCCOC (1,2-dimethoxyethane). RXN SMILES: [F:1][C:2]1[C:3](I)=[C:4]2[C:8](=[CH:9][CH:10]=1)[NH:7][C:6](=[O:11])/[C:5]/2=[CH:12]\[C:13]1[NH:17][CH:16]=[N:15][C:14]=1[CH3:18].C([O-])([O-])=O.[Na+].[Na+].[NH2:26][C:27]1[CH:28]=[C:29](B(O)O)[CH:30]=[CH:31][CH:32]=1.CN(C=O)C>Cl[Pd](Cl)([P](C1C=CC=CC=1)(C1C=CC=CC=1)C1C=CC=CC=1)[P](C1C=CC=CC=1)(C1C=CC=CC=1)C1C=CC=CC=1.COCCOC>[NH2:26][C:27]1[CH:32]=[C:31]([C:3]2[C:2]([F:1])=[CH:10][CH:9]=[C:8]3[C:4]=2/[C:5](=[CH:12]/[C:13]2[NH:17][CH:16]=[N:15][C:14]=2[CH3:18])/[C:6](=[O:11])[NH:7]3)[CH:30]=[CH:29][CH:28]=1 |f:1.2.3,^1:43,62|. Starting materials: FC=1C(=C2/C(/C(NC2=CC1)=O)=C/C1=C(N=CN1)C)I ((Z)-1,3-dihydro-5-fluoro-4-iodo-3-[(4-methyl-1H-imidazol-5-yl)methylene]-2H-indol-2-one), FC=1C(=C2/C(/C(NC2=CC1)=O)=C/C1=C(N=CN1)C)I ((Z)-1,3-dihydro-5-fluoro-4-iodo-3-[(4-methyl-1H-imidazol-5-yl)methylene]-2H-indol-2-one), C(=O)([O-])[O-].[Na+].[Na+] (Na2CO3), NC=1C=C(C=CC1)B(O)O (3-aminobenzeneboronic acid), CN(C)C=O (DMF). The reagents and catalysts are Cl[Pd]([P](C1=CC=CC=C1)(C2=CC=CC=C2)C3=CC=CC=C3)([P](C4=CC=CC=C4)(C5=CC=CC=C5)C6=CC=CC=C6)Cl ((Ph3P)2PdCl2). Procedure: A solution of (Z)-1,3-dihydro-5-fluoro-4-iodo-3-[(4-methyl-1H-imidazol-5-yl)methylene]-2H-indol-2-one (50 mg, 0.135 mmol) (Starting Material 11), 2M aqueous Na2CO3 solution (0.14 mL), (Ph3P)2PdCl2 (11 mg, 0.0135 mmol) and 3-aminobenzeneboronic acid (52.5 mg, 0.339 mmol) (Lancaster) in a 1:4 mixture of DMF:1,2-dimethoxyethane (5 mL) was heated at 104° C. for 4 days. The reaction mixture was concentrated and the crude material was purified by C18 reverse phase chromatography to give (Z)-4-(3-Amino... Reactants: C(C1=CC=CC=C1)OC1=CC(=C(C=C1)OC(C)=O)CC(CBr)Br ((RS)-Acetic acid 4-benzyloxy-2-(2,3-dibromo-propyl)-phenyl ester), C(Cl)Cl (CH2Cl2), C[O-].[Na+] (sodium methoxide), O (H2O), C(Cl)Cl (CH2Cl2). The solvent is CCO (EtOH). Conditions: time 2 hour. Product: C(C1=CC=CC=C1)OC=1C=CC2=C(CC(O2)CBr)C1 (5-benzyloxy-2-(RS)-bromomethyl-2,3-dihydro-benzofuran). Yield: 83.1%. Reaction SMILES: [CH2:1]([O:8][C:9]1[CH:14]=[CH:13][C:12]([O:15]C(=O)C)=[C:11]([CH2:19][CH:20](Br)[CH2:21][Br:22])[CH:10]=1)[C:2]1[CH:7]=[CH:6][CH:5]=[CH:4][CH:3]=1.C[O-].[Na+].O.C(Cl)Cl>CCO>[CH2:1]([O:8][C:9]1[CH:14]=[CH:13][C:12]2[O:15][CH:20]([CH2:21][Br:22])[CH2:19][C:11]=2[CH:10]=1)[C:2]1[CH:7]=[CH:6][CH:5]=[CH:4][CH:3]=1 |f:1.2|. Reported procedure: (RS)-Acetic acid 4-benzyloxy-2-(2,3-dibromo-propyl)-phenyl ester (5.05 g, 11.3 mmol) was suspended in EtOH (50 ml) and sodium methoxide (620 mg, 11.3 mmol) added and the mixture stirred for 2 hr at ambient temperature. Distilled H2O (100 ml) and CH2Cl2 (100 ml) was then added and the organic phase separated. The aqueous phase was extracted with CH2Cl2 (100 ml) and the combined organic extracts washed with satd. NaCl solution (100 ml). After drying with Na2SO4, filtration and evaporation a yellow... Reactants: N1N=C(C2=CC=CC=C12)\C=C\1/OC2=C(C1=O)C=CC(=C2C(C)N2CCN(CC2)C(=O)OC(C)(C)C)O (tert-butyl (Z)-4-{1-[2-(1H-indazol-3-yl)methylene-6-hydroxy-3-oxo-2,3-dihydrobenzofuran-7-yl]ethyl}piperazine-1-carboxylate), solution, Cl (hydrogen chloride). Solvent: C(Cl)Cl (methylene chloride), O1CCOCC1 (1,4-dioxane). Reaction conditions: time 2 hour. Yields the product N1N=C(C2=CC=CC=C12)\C=C\1/OC2=C(C1=O)C=CC(=C2C(C)N2CCNCC2)O ((Z)-2-[(1H-indazol-3-yl)methylene]-6-hydroxy-7-[1-(piperazin-1-yl)ethyl]benzofuran-3(2H)-one). The yield is 51.2%. As a reaction SMILES: [NH:1]1[C:9]2[C:4](=[CH:5][CH:6]=[CH:7][CH:8]=2)[C:3](/[CH:10]=[C:11]2\[O:12][C:13]3[C:20]([CH:21]([N:23]4[CH2:28][CH2:27][N:26](C(OC(C)(C)C)=O)[CH2:25][CH2:24]4)[CH3:22])=[C:19]([OH:36])[CH:18]=[CH:17][C:14]=3[C:15]\2=[O:16])=[N:2]1.Cl>C(Cl)Cl.O1CCOCC1>[NH:1]1[C:9]2[C:4](=[CH:5][CH:6]=[CH:7][CH:8]=2)[C:3](/[CH:10]=[C:11]2\[O:12][C:13]3[C:20]([CH:21]([N:23]4[CH2:24][CH2:25][NH:26][CH2:27][CH2:28]4)[CH3:22])=[C:19]([OH:36])[CH:18]=[CH:17][C:14]=3[C:15]\2=[O:16])=[N:2]1. Reported procedure: A solution of tert-butyl (Z)-4-{1-[2-(1H-indazol-3-yl)methylene-6-hydroxy-3-oxo-2,3-dihydrobenzofuran-7-yl]ethyl}piperazine-1-carboxylate (0.075 g, 0.15 mmol) in methylene chloride (3.0 mL) was added with a 4 M solution of hydrogen chloride in 1,4-dioxane (3.0 mL), and then the mixture was stirred at room temperature for 2 hours. After completion of the reaction, the mixture was azeotroped twice with toluene under reduced pressure. The residual solid was added with water, and then the mixture wa... The reactants are ClC1=NC2=CC(=C(C=C2C=C1C(=O)C(C(=O)OCC)=CN(C)C)F)F (ethyl 2-(2-chloro-6,7-difluoro-3-quinolinecarbonyl)-3-(dimethylamino)acrylate), C1(CC1)N (cyclopropylamine). Solvent: ClC(Cl)Cl (trichloromethane). Conditions: temperature 75 celsius, time 30 minute. Product: C1(CC1)N1C=C(C(C=2C=C3C(=NC12)C=C(C(=C3)F)F)=O)C(=O)OCC (1-Cyclopropyl-3-ethoxycarbonyl-7,8-difluoro-4-oxo-1,4-dihydrobenzo[b][1,8]naphthyridine). Isolated yield 59.4%. Reaction SMILES: Cl[C:2]1[C:11]([C:12]([C:14](=[CH:20][N:21](C)[CH3:22])[C:15]([O:17][CH2:18][CH3:19])=[O:16])=[O:13])=[CH:10][C:9]2[C:4](=[CH:5][C:6]([F:25])=[C:7]([F:24])[CH:8]=2)[N:3]=1.[CH:26]1(N)C[CH2:27]1>ClC(Cl)Cl>[CH:22]1([N:21]2[C:2]3[N:3]=[C:4]4[CH:5]=[C:6]([F:25])[C:7]([F:24])=[CH:8][C:9]4=[CH:10][C:11]=3[C:12](=[O:13])[C:14]([C:15]([O:17][CH2:18][CH3:19])=[O:16])=[CH:20]2)[CH2:27][CH2:26]1. Reported procedure: A solution of ethyl 2-(2-chloro-6,7-difluoro-3-quinolinecarbonyl)-3-(dimethylamino)acrylate (20 g) and cyclopropylamine (9.25 g) in trichloromethane (80 cc) is stirred at a temperature in the region of 20° C. for 5 hours. The solution is concentrated under reduced pressure (20 kPa) at approximately 40° C. The residue is taken up in ethanol (300 cc), treated with DBU (8.2 g) and heated with stirring to approximately 75° C. for 30 minutes. After cooling to approximately 20° C., the insoluble matte... The reactants are CC(C)(C)OC(=O)N1CCC(Oc2ccc([N+](=O)[O-])cc2Br)CC1, CC(=O)O, [Zn]. Product: CC(C)(C)OC(=O)N1CCC(Oc2ccc(N)cc2Br)CC1. Reaction SMILES: [Br:1][c:2]1[cH:3][c:4]([N+:22]([O-:23])=[O:24])[cH:5][cH:6][c:7]1[O:8][CH:9]1[CH2:10][CH2:11][N:12]([C:15](=[O:16])[O:17][C:18]([CH3:19])([CH3:20])[CH3:21])[CH2:13][CH2:14]1.[CH3:25][C:26](=[O:27])[OH:28].[Zn:29]>>[Br:1][c:2]1[cH:3][c:4]([NH2:22])[cH:5][cH:6][c:7]1[O:8][CH:9]1[CH2:10][CH2:11][N:12]([C:15](=[O:16])[O:17][C:18]([CH3:19])([CH3:20])[CH3:21])[CH2:13][CH2:14]1. The reactants are C(=O)OC (methyl formate), C(=C)C=1C2(CCC(C=C2CCC1)=O)C (5-ethenyl-4,4a,7,8-tetrahydro-4a-methyl-2(3H)-naphthalenone), C[O-].[Na+] (sodium methoxide), ice water, Cl (hydrochloric acid). Solvent: O1CCCC1 (tetrahydrofuran), O1CCCC1 (tetrahydrofuran). Run at temperature -5 celsius, time 30 minute. Yields the product C(=C)C=1C2(CC(C(C=C2CCC1)=O)=CO)C (5-Ethenyl-3-hydroxymethylene-4,4a,7,8-tetrahydro-4a-methyl-2(3H)-naphthalenone). Isolated yield 96.6%. As a reaction SMILES: [CH:1]([C:3]1[C:4]2([CH3:14])[C:9]([CH2:10][CH2:11][CH:12]=1)=[CH:8][C:7](=[O:13])[CH2:6][CH2:5]2)=[CH2:2].C[O-].[Na+].[CH:18](OC)=[O:19].Cl>O1CCCC1>[CH:1]([C:3]1[C:4]2([CH3:14])[C:9]([CH2:10][CH2:11][CH:12]=1)=[CH:8][C:7](=[O:13])[C:6](=[CH:18][OH:19])[CH2:5]2)=[CH2:2] |f:1.2|. Procedure details: A solution of 50.0 g (0.265 mol) of 5-ethenyl-4,4a,7,8-tetrahydro-4a-methyl-2(3H)-naphthalenone in 350 mL of tetrahydrofuran was cooled to -5° C. in an ice-methanol bath and stirred under nitrogen while 57.2 g (1.06 mol) of sodium methoxide was added. The resulting mixture was stirred for 30 min at -5° C. and then a solution of 114 mL (1.85 mol) of methyl formate in 100 mL of tetrahydrofuran was added slowly. The mixture was stirred overnight at room temperature and then poured onto a mixture of...